This data is from the Open Reaction Database (ORD), a public repository of structured organic reaction records. The task is: describe an organic reaction: reactants, conditions, products, and yield Reactants: Cl.CN1CCC2=C(CC1)C=CC=C2 (3-methyl-2,3,4,5-tetrahydro-1H-3-benzazepine hydrochloride), ice water, [Cl-].[Al+3].[Cl-].[Cl-] (aluminum chloride), ClCCC(=O)Cl (3-chloropropionyl chloride), aqueous solution, [Na] (sodium). Run in ClCCCl (1,2-dichloroethane). Yields the product Cl.CN1CCC2=C(CC1)C=CC(=C2)C(C=C)=O (1-(3-Methyl-2,3,4,5-tetrahydro-1H-3-benzazepin-7-yl)2-propen-1-one hydrochloride). Reaction SMILES: Cl.[CH3:2][N:3]1[CH2:9][CH2:8][C:7]2[CH:10]=[CH:11][CH:12]=[CH:13][C:6]=2[CH2:5][CH2:4]1.[Cl-].[Al+3].[Cl-].[Cl-].[Cl:18][CH2:19][CH2:20][C:21](Cl)=[O:22].[Na]>ClCCCl>[ClH:18].[CH3:2][N:3]1[CH2:9][CH2:8][C:7]2[CH:10]=[CH:11][C:12]([C:21](=[O:22])[CH:20]=[CH2:19])=[CH:13][C:6]=2[CH2:5][CH2:4]1 |f:0.1,2.3.4.5,9.10,^1:23|. Procedure details: In 30 ml of 1,2-dichloroethane, was dissolved 1.28 g of 3-methyl-2,3,4,5-tetrahydro-1H-3-benzazepine hydrochloride. To the solution were added, at room temperature, 2.1 g of aluminum chloride and 0.66 ml of 3-chloropropionyl chloride, then the mixture was stirred for 2 hours. The reaction mixture was poured into 50 ml of ice-water, then the pH of the aqueous solution was adjusted to not lower than 9 with a 40% aqueous solution of sodium hdyroxide, followed by extraction with 50 ml of dichloromet...